Dataset: the Open Reaction Database (ORD), a public repository of structured organic reaction records. Task: describe an organic reaction: reactants, conditions, products, and yield Reactants: CC1(OCC2(OCCO2)CO1)CO ((8-methyl-1,4,7,9-tetraoxaspiro[4.5]dec-8-yl)methanol), [H-].[Na+] (sodium hydride), ClC1=C(C(=[N+](C=C1)[O-])C)C (4-chloro-2,3-dimethylpyridine 1-oxide). Run in CS(=O)C (dimethylsulfoxide). Reaction conditions: time 30 minute. Product: CC1=[N+](C=CC(=C1C)OCC1(OCC2(OCCO2)CO1)C)[O-] (2,3-dimethyl-4-((8-methyl-1,4,7,9-tetraoxaspiro[4.5]dec-8-yl)methoxy)pyridine1-oxide). Isolated yield 66.2%. RXN SMILES: [CH3:1][C:2]1([CH2:12][OH:13])[O:11][CH2:10][C:5]2([O:9][CH2:8][CH2:7][O:6]2)[CH2:4][O:3]1.[H-].[Na+].Cl[C:17]1[CH:22]=[CH:21][N+:20]([O-:23])=[C:19]([CH3:24])[C:18]=1[CH3:25]>CS(C)=O>[CH3:24][C:19]1[C:18]([CH3:25])=[C:17]([O:13][CH2:12][C:2]2([CH3:1])[O:3][CH2:4][C:5]3([O:6][CH2:7][CH2:8][O:9]3)[CH2:10][O:11]2)[CH:22]=[CH:21][N+:20]=1[O-:23] |f:1.2|. Procedure: To a dimethylsulfoxide (15 ml) solution of the (8-methyl-1,4,7,9-tetraoxaspiro[4.5]dec-8-yl)methanol (1.11 g, 5.82 mmol) obtained in the step (5c), sodium hydride, in oil (326 mg, 8.15 mmol as the content was regarded as 60%) was added at room temperature in a nitrogen atmosphere. The mixture was stirred for 30 minutes in the same conditions. To the reaction mixture, 4-chloro-2,3-dimethylpyridine 1-oxide (917 mg, 5.82 mmol) was added at room temperature and the reaction mixture was stirred at 70... Starting materials: C(=O)(O)CCCCC[N+]1=CC(C2=C(C(=C(C(=C12)F)F)F)F)(CCCCS(=O)(=O)O)C (1-(5-carboxypentyl)-4,5,6,7-tetrafluoro-3-methyl-3-(4-sulfobutyl)-3H-indolium), Cl.C1(=CC=CC=C1)N=CCC=NC1=CC=CC=C1 (malonaldehyde bis(phenylimine) monohydrochloride), C(C)(=O)OC(C)=O (acetic anhydride). Run in C(C)(=O)O (acetic acid). Reaction conditions: temperature 120 celsius. Yields the product FC1=C2C(\C(\N(C2=C(C(=C1F)F)F)CCCCCC(=O)O)=C/C=C/C=N/C1=CC=CC=C1)(CCCCS(=O)(=O)O)C (6-[(2E)-4,5,6,7-Tetrafluoro-3-methyl-2-[(2E,4E)-4-(phenylimino)but-2-enylidene]-3-(4-sulfobutyl)-2,3-dihydro-1H-indol-1-yl]hexanoic acid). As a reaction SMILES: [C:1]([CH2:4][CH2:5][CH2:6][CH2:7][CH2:8][N+:9]1[C:17]2[C:12](=[C:13]([F:21])[C:14]([F:20])=[C:15]([F:19])[C:16]=2[F:18])[C:11]([CH3:30])([CH2:22][CH2:23][CH2:24][CH2:25][S:26]([OH:29])(=[O:28])=[O:27])[CH:10]=1)([OH:3])=[O:2].Cl.C1(N=[CH:39][CH2:40][CH:41]=[N:42][C:43]2[CH:48]=[CH:47][CH:46]=[CH:45][CH:44]=2)C=CC=CC=1.[C:49](OC(=O)C)(=O)C>C(O)(=O)C>[F:21][C:13]1[C:14]([F:20])=[C:15]([F:19])[C:16]([F:18])=[C:17]2[C:12]=1[C:11]([CH3:30])([CH2:22][CH2:23][CH2:24][CH2:25][S:26]([OH:29])(=[O:28])=[O:27])/[C:10](=[CH:49]\[CH:39]=[CH:40]\[CH:41]=[N:42]\[C:43]1[CH:44]=[CH:45][CH:46]=[CH:47][CH:48]=1)/[N:9]2[CH2:8][CH2:7][CH2:6][CH2:5][CH2:4][C:1]([OH:3])=[O:2] |f:1.2|. Procedure details: To 1-(5-carboxypentyl)-4,5,6,7-tetrafluoro-3-methyl-3-(4-sulfobutyl)-3H-indolium (12 mg) was added malonaldehyde bis(phenylimine) monohydrochloride (7 mg), acetic anhydride (2 ml) and acetic acid (1 ml). This mixture was heated to 120° C. for 1 hour 50 minutes after which time it was cooled to room temperature. This crude reaction mixture (ca. 5 mg/ml product) was used without purification as further described. The reactants are C(C1=CC=CC=C1)OC=1C(=NC(=CC1)CCl)C (3-benzyloxy-6-chloromethyl-2-methylpyridine), [N-]=[N+]=[N-].[Na+] (sodium azide). Solvent: C(C)O (ethanol). Product: N(=[N+]=[N-])CC1=CC=C(C(=N1)C)OCC1=CC=CC=C1 (6-azidomethyl-3-benzyloxy-2-methylpyridine). RXN SMILES: [CH2:1]([O:8][C:9]1[C:10]([CH3:17])=[N:11][C:12]([CH2:15]Cl)=[CH:13][CH:14]=1)[C:2]1[CH:7]=[CH:6][CH:5]=[CH:4][CH:3]=1.[N-:18]=[N+:19]=[N-:20].[Na+]>C(O)C>[N:18]([CH2:15][C:12]1[N:11]=[C:10]([CH3:17])[C:9]([O:8][CH2:1][C:2]2[CH:7]=[CH:6][CH:5]=[CH:4][CH:3]=2)=[CH:14][CH:13]=1)=[N+:19]=[N-:20] |f:1.2|. Procedure: A solution of 3-benzyloxy-6-chloromethyl-2-methylpyridine (8.02 g) and sodium azide (5.98 g) in 400 ml of ethanol is heated at 80° for 4 hours. The reaction mixture is cooled, filtered and evaporated to yield a residue which is partitioned between ice-cold 0.5N NaOH (150 ml) and ether (150 ml). The organic phase is dried over sodium sulfate and evaporated to yield 6-azidomethyl-3-benzyloxy-2-methylpyridine, NMR: δ(CDCl3) 2.47 (3H), 4.27 (2H), 4.95 (2H). Reactants: CCO, [H][H], NS(=O)(=O)c1cc(C(=O)O)cc([N+](=O)[O-])c1Oc1ccccc1. Product: Nc1cc(C(=O)O)cc(S(N)(=O)=O)c1Oc1ccccc1. Reaction SMILES: [CH3:26][CH2:27][OH:28].[H:24][H:25].[N+:1]([O-:2])(=[O:3])[c:4]1[cH:5][c:6]([C:7](=[O:8])[OH:9])[cH:10][c:11]([S:20]([NH2:21])(=[O:22])=[O:23])[c:12]1[O:13][c:14]1[cH:15][cH:16][cH:17][cH:18][cH:19]1>>[NH2:1][c:4]1[cH:5][c:6]([C:7](=[O:8])[OH:9])[cH:10][c:11]([S:20]([NH2:21])(=[O:22])=[O:23])[c:12]1[O:13][c:14]1[cH:15][cH:16][cH:17][cH:18][cH:19]1. The reactants are CCCCOc1c(NC(C)C(C)(C)C)c(=O)c1=O, CCOCC, N#Cc1ccc(CN)c(Cl)c1, C1CCOC1. Product: CC(Nc1c(NCc2ccc(C#N)cc2Cl)c(=O)c1=O)C(C)(C)C. RXN SMILES: [CH2:1]([O:2][c:6]1[c:7](=[O:18])[c:8](=[O:17])[c:9]1[NH:10][CH:11]([C:12]([CH3:13])([CH3:14])[CH3:15])[CH3:16])[CH2:3][CH2:4][CH3:5].[CH3:35][CH2:36][O:37][CH2:38][CH3:39].[Cl:19][c:20]1[c:21]([CH2:22][NH2:23])[cH:24][cH:25][c:26]([C:28]#[N:29])[cH:27]1.[O:30]1[CH2:31][CH2:32][CH2:33][CH2:34]1>>[c:6]1([NH:23][CH2:22][c:21]2[c:20]([Cl:19])[cH:27][c:26]([C:28]#[N:29])[cH:25][cH:24]2)[c:7](=[O:18])[c:8](=[O:17])[c:9]1[NH:10][CH:11]([C:12]([CH3:13])([CH3:14])[CH3:15])[CH3:16].